From a dataset of the Open Reaction Database (ORD), a public repository of structured organic reaction records. describe an organic reaction: reactants, conditions, products, and yield Starting materials: CN(C)CCN (unsym-dimethylethylenediamine), COC1=C(C=CC=C1)N1CCNCC1 (1-(2-methoxyphenyl)piperazine), CN(CCNC(=O)N1CCN(CC1)C1=CC=C(C=C1)F)C (N-[2-(Dimethylamino)ethyl]-4-(4-fluorophenyl)-1-piperazinecarboxamide). The solvent is O1CCCC1 (tetrahydrofuran). The product is CN(CCNC(=O)N1CCN(CC1)C1=C(C=CC=C1)OC)C (N-[2-(Dimethylamino)ethyl]-4-(2-methoxyphenyl)-1-piperazinecarboxamide). The yield is 49.0%. As a reaction SMILES: [CH3:1][N:2]([CH3:21])[CH2:3][CH2:4][NH:5][C:6]([N:8]1[CH2:13][CH2:12][N:11]([C:14]2[CH:19]=[CH:18][C:17](F)=[CH:16][CH:15]=2)[CH2:10][CH2:9]1)=[O:7].CN(CCN)C.[CH3:28][O:29]C1C=CC=CC=1N1CCNCC1>O1CCCC1>[CH3:1][N:2]([CH3:21])[CH2:3][CH2:4][NH:5][C:6]([N:8]1[CH2:13][CH2:12][N:11]([C:14]2[CH:19]=[CH:18][CH:17]=[CH:16][C:15]=2[O:29][CH3:28])[CH2:10][CH2:9]1)=[O:7]. Procedure details: This compound was prepared according to the procedure used to synthesize the compound of Example 11. A mixture of 4.9 g (0.03 mole) of 1,1'-carbonydiimidazole, 2.6 g (0.03 mole) of unsym-dimethylethylenediamine and 5.8 g (0.03 mole) of 1-(2-methoxyphenyl)piperazine in a total volume of 200 ml of tetrahydrofuran gave an oil which solidified. After trituration with petroleum ether (30°-60° C.), the collected solid was recrystallized from benzene-petroleum ether to yield 4.5 g (49%) of the title co... Starting materials: O=C1NC(Cc2ccccc2)CO1, [Li]CCCC, CCCCCC, [Cl-], [NH4+], C1CCOC1. Yields the product CCCCC(=O)N1C(=O)OCC1Cc1ccccc1. As a reaction SMILES: [CH2:12]([c:13]1[cH:14][cH:15][cH:16][cH:17][cH:18]1)[CH:19]1[NH:20][C:21](=[O:24])[O:22][CH2:23]1.[CH2:1]([Li:2])[CH2:3][CH2:4][CH3:5].[CH3:6][CH2:7][CH2:8][CH2:9][CH2:10][CH3:11].[Cl-:25].[NH4+:26].[O:27]1[CH2:28][CH2:29][CH2:30][CH2:31]1>>[CH3:6][CH2:7][CH2:8][CH2:9][C:10]([N:20]1[CH:19]([CH2:12][c:13]2[cH:14][cH:15][cH:16][cH:17][cH:18]2)[CH2:23][O:22][C:21]1=[O:24])=[O:27]. Yields the product CCCCCNC(=O)C(C)Cc1ccc2c(c1)c(Cc1ccc(C(=O)O)cc1OC)cn2C. RXN SMILES: [CH3:39][OH:40].[CH3:4][O:5][c:6]1[cH:7][c:8]([C:9](=[O:10])[O:11][CH3:12])[cH:13][cH:14][c:15]1[CH2:16][c:17]1[cH:18][n:19]([CH3:37])[c:20]2[cH:21][cH:22][c:23]([CH2:26][CH:27]([CH3:28])[C:29]([NH:30][CH2:31][CH2:32][CH2:33][CH2:34][CH3:35])=[O:36])[cH:24][c:25]12.[Li+:3].[O:41]1[CH2:42][CH2:43][CH2:44][CH2:45]1.[OH-:2].[OH2:1].[OH2:38]>>[CH3:4][O:5][c:6]1[cH:7][c:8]([C:9](=[O:10])[OH:11])[cH:13][cH:14][c:15]1[CH2:16][c:17]1[cH:18][n:19]([CH3:37])[c:20]2[cH:21][cH:22][c:23]([CH2:26][CH:27]([CH3:28])[C:29]([NH:30][CH2:31][CH2:32][CH2:33][CH2:34][CH3:35])=[O:36])[cH:24][c:25]12. The reactants are CO, CCCCCNC(=O)C(C)Cc1ccc2c(c1)c(Cc1ccc(C(=O)OC)cc1OC)cn2C, [Li+], C1CCOC1, [OH-], O, O. Solvent: O (water). Starting materials: C(C)(C)(C)OC(=O)N[C@@H](CC1=CC=CC=C1)C(=O)O (N-tert-butoxycarbonylphenylalanine), C(O)([O-])=O.[K+] (potassium hydrogencarbonate), CN(C=O)C (N,N-dimethylformamide), CI (methyl iodide). Procedure: To a mixture of N-tert-butoxycarbonylphenylalanine (13.3 g, 50.0 mmol), potassium hydrogencarbonate (10.0 g, 100 mmol) and N,N-dimethylformamide (80 mL) was added methyl iodide (5 mL, 80 mmol). The resulting mixture was stirred at room temperature for 5 h, and water (200 mL) was added. The mixture was extracted with ethyl acetate-benzene (1:1), and the organic layer was washed successively with water, 5% aqueous sodium sulfite solution and saturated brine, and dried over anhydrous sodium sulfate... RXN SMILES: [C:1]([O:5][C:6]([NH:8][C@H:9]([C:17]([OH:19])=[O:18])[CH2:10][C:11]1[CH:16]=[CH:15][CH:14]=[CH:13][CH:12]=1)=[O:7])([CH3:4])([CH3:3])[CH3:2].[C:20](=O)([O-])O.[K+].CN(C)C=O.CI>O>[CH3:20][O:18][C:17](=[O:19])[C@H:9]([CH2:10][C:11]1[CH:16]=[CH:15][CH:14]=[CH:13][CH:12]=1)[NH:8][C:6]([O:5][C:1]([CH3:4])([CH3:2])[CH3:3])=[O:7] |f:1.2|. Run at time 5 hour. Product: COC([C@@H](NC(=O)OC(C)(C)C)CC1=CC=CC=C1)=O (N-tert-butoxycarbonylphenylalanine methyl ester). Yield: 97.4%. Starting materials: C(C)OC(=O)N(OC(=O)OCC)C/C=C/P(O)(O)=O (3-(N-ethoxycarbonyl-N-ethoxycarbonyloxyamino)-trans-1-propenylphosphonic acid), Cl (hydrochloric acid), C (charcoal). Solvent: O (water), O (water), C(C)O (ethanol), N1=CC=CC=C1 (pyridine), C(C)O (ethanol), O (water), C(C)O (ethanol). Product: ONC/C=C/P(O)(O)=O (3-(N-hydroxyamino)-trans-1-propenylphosphonic acid). Yield: 54.2%. RXN SMILES: C(OC([N:6]([CH2:13]/[CH:14]=[CH:15]/[P:16](=[O:19])([OH:18])[OH:17])[O:7]C(OCC)=O)=O)C.Cl.C>O.C(O)C.N1C=CC=CC=1>[OH:7][NH:6][CH2:13]/[CH:14]=[CH:15]/[P:16](=[O:17])([OH:19])[OH:18]. Reported procedure: A mixture of 3-(N-ethoxycarbonyl-N-ethoxycarbonyloxyamino)-trans-1-propenylphosphonic acid (8.53 g.) and 1 N hydrochloric acid (250 ml.) was refluxed for 16 hours. The resultant mixture was concentrated under reduced pressure to give a residue, which was dissolved in water (30 ml.). The aqueous solution was treated with activated charcoal (0.5 g.) and concentrated under reduced pressure to give an oily residue (5.85 g.), which was dissolved in water (10 ml.). The aqueous solution was passed thro... The reactants are BrC1=CC(=C(C=C1)S(=O)(=O)NCCC)C(F)(F)F (4-bromo-N-propyl-2-(trifluoromethyl)benzenesulfonamide), C(C)(C)(C)P(C(C)(C)C)C(C)(C)C (Tri-t-butylphosphine), C(#N)C1=CC=C(N1C)B(O)O (5-cyano-1-methyl-1H-pyrrol-2-ylboronic acid), [F-].[K+] (potassium fluoride). Reagents/catalysts: C=1C=CC(=CC1)/C=C/C(=O)/C=C/C2=CC=CC=C2.C=1C=CC(=CC1)/C=C/C(=O)/C=C/C2=CC=CC=C2.C=1C=CC(=CC1)/C=C/C(=O)/C=C/C2=CC=CC=C2.[Pd].[Pd] (tris(dibenzylideneacetone)dipalladium(0)). Run at time 16 hour. The product is C(#N)C1=CC=C(N1C)C1=CC(=C(C=C1)S(=O)(=O)NCCC)C(F)(F)F (4-(5-cyano-1-methyl-1H-pyrrol-2-yl)-N-propyl-2-(trifluoromethyl)benzenesulfonamide). Yield: 32.7%. As a reaction SMILES: Br[C:2]1[CH:7]=[CH:6][C:5]([S:8]([NH:11][CH2:12][CH2:13][CH3:14])(=[O:10])=[O:9])=[C:4]([C:15]([F:18])([F:17])[F:16])[CH:3]=1.[C:19]([C:21]1[N:25]([CH3:26])[C:24](B(O)O)=[CH:23][CH:22]=1)#[N:20].[F-].[K+].C(P(C(C)(C)C)C(C)(C)C)(C)(C)C>C1C=CC(/C=C/C(/C=C/C2C=CC=CC=2)=O)=CC=1.C1C=CC(/C=C/C(/C=C/C2C=CC=CC=2)=O)=CC=1.C1C=CC(/C=C/C(/C=C/C2C=CC=CC=2)=O)=CC=1.[Pd].[Pd]>[C:19]([C:21]1[N:25]([CH3:26])[C:24]([C:2]2[CH:7]=[CH:6][C:5]([S:8]([NH:11][CH2:12][CH2:13][CH3:14])(=[O:10])=[O:9])=[C:4]([C:15]([F:18])([F:17])[F:16])[CH:3]=2)=[CH:23][CH:22]=1)#[N:20] |f:2.3,5.6.7.8.9|. Procedure details: According to general procedure B, 4-bromo-N-propyl-2-(trifluoromethyl)benzenesulfonamide (193 mg, 0.56 mmol), 5-cyano-1-methyl-1H-pyrrol-2-ylboronic acid (100 mg, 0.67 mmol), potassium fluoride (107 mg, 1.85 mmol), and tris(dibenzylideneacetone)dipalladium(0) (14 mg, 0.01 mmol) were placed in an oven dried flask under nitrogen and dry THF (1.4 mL) was added. Tri-t-butylphosphine (83 μL, 0.02 mmol, 10 wt % in hexane) was added and the reaction was stirred for 16 hours. 4-(5-cyano-1-methyl-1H-pyrr... The product is C(C1=CC=CC=C1)OC(=O)N1CCC(CC1)CCCC[C@@H](C(=O)OCC)N[C@H]1C(N(C2=C(CC1)C=CC=C2)CC(=O)OC(C)(C)C)=O (tert-butyl 3(R)-[5-(1-benzyloxycarbonyl-4-piperidyl)-1(S)-ethoxycarbonylpentyl]amino-2-oxo-2,3,4,5-tetrahydro-1H-1-benzazepine-1-acetate). The reactants are NC1C(N(C2=C(CC1)C=CC=C2)CC(=O)OC(C)(C)C)=O (tert-butyl (RS)-3-amino-2-oxo-2,3,4,5-tetrahydro-1H-1-benzazepine-1-acetate), C(C1=CC=CC=C1)OC(=O)N1CCC(CC1)[C@@](C(=O)OCC)(CCCC)OS(=O)(=O)C (ethyl (R)-(1-benzyloxycarbonyl-4-piperidyl)-2-methanesulfonyloxyhexanoate). Isolated yield 49.1%. Reaction SMILES: [NH2:1][CH:2]1[CH2:8][CH2:7][C:6]2[CH:9]=[CH:10][CH:11]=[CH:12][C:5]=2[N:4]([CH2:13][C:14]([O:16][C:17]([CH3:20])([CH3:19])[CH3:18])=[O:15])[C:3]1=[O:21].[CH2:22]([O:29][C:30]([N:32]1[CH2:37][CH2:36][CH:35]([C@:38](OS(C)(=O)=O)([CH2:44][CH2:45][CH2:46][CH3:47])C(OCC)=O)[CH2:34][CH2:33]1)=[O:31])[C:23]1[CH:28]=[CH:27][CH:26]=[CH:25][CH:24]=1>>[CH2:22]([O:29][C:30]([N:32]1[CH2:33][CH2:34][CH:35]([CH2:38][CH2:44][CH2:45][CH2:46][C@H:47]([NH:1][C@@H:2]2[CH2:8][CH2:7][C:6]3[CH:9]=[CH:10][CH:11]=[CH:12][C:5]=3[N:4]([CH2:13][C:14]([O:16][C:17]([CH3:18])([CH3:20])[CH3:19])=[O:15])[C:3]2=[O:21])[C:14]([O:16][CH2:17][CH3:18])=[O:15])[CH2:36][CH2:37]1)=[O:31])[C:23]1[CH:24]=[CH:25][CH:26]=[CH:27][CH:28]=1. Run at temperature 90 celsius. Procedure: A mixture of 0.32 g of tert-butyl (RS)-3-amino-2-oxo-2,3,4,5-tetrahydro-1H-1-benzazepine-1-acetate and 0.2 g of ethyl (R)-(1-benzyloxycarbonyl-4-piperidyl)-2-methanesulfonyloxyhexanoate is heated at 90° C. for 30 minutes. After cooled, the mixture is separated and purified by silicagel column chromatography (hexane: ethyl acetate=2:1) to give 0.14 g of tert-butyl 3(R)-[5-(1-benzyloxycarbonyl-4-piperidyl)-1(S)-ethoxycarbonylpentyl]amino-2-oxo-2,3,4,5-tetrahydro-1H-1-benzazepine-1-acetate as color... Starting materials: ClC1=CN=CC(=N1)C1=C(C=CC(=C1)C)NC(C(C)(C)C)=O (N-[2-(6-Chloro-2-pyrazinyl)-4-methylphenyl]-2,2-dimethylpropanamide), Br.C(C)(=O)O (hydrobromic acid acetic acid), C([O-])([O-])=O.[Na+].[Na+] (sodium carbonate). The solvent is solution. Conditions: time 4 day. Yields the product BrC1=CN=CC(=N1)C1=C(C=CC(=C1)C)NC(C(C)(C)C)=O (N-[2-(6-Bromo-2-pyrazinyl)-4-methylphenyl]-2,2-dimethyl-propanamide). The yield is 45.0%. RXN SMILES: Cl[C:2]1[N:7]=[C:6]([C:8]2[CH:13]=[C:12]([CH3:14])[CH:11]=[CH:10][C:9]=2[NH:15][C:16](=[O:21])[C:17]([CH3:20])([CH3:19])[CH3:18])[CH:5]=[N:4][CH:3]=1.C(=O)([O-])[O-].[Na+].[Na+].[BrH:28].C(O)(=O)C>>[Br:28][C:2]1[N:7]=[C:6]([C:8]2[CH:13]=[C:12]([CH3:14])[CH:11]=[CH:10][C:9]=2[NH:15][C:16](=[O:21])[C:17]([CH3:20])([CH3:19])[CH3:18])[CH:5]=[N:4][CH:3]=1 |f:1.2.3,4.5|. Procedure details: The product from Step A (2.0 g, 6.6 mmol) was dissolved in a 30% solution of hydrobromic acid/acetic acid (18.0 mL). This mixture was stirred at room temperature for four days. The mixture was poured into aqueous 1M sodium carbonate (150 mL) and then extracted with ethyl acetate (5×50 mL). The combined extracts were dried (MgSO4) and then evaporated. The solid residue was recrystallized from hexane to afford 1.0 g (45%) of the title compound melting at 74°-76° C. 1H NMR (400 MHz, CDCl3) δ 10.64 ...